Dataset: the Open Reaction Database (ORD), a public repository of structured organic reaction records. Task: describe an organic reaction: reactants, conditions, products, and yield Reactants: BrC=1N=C(NC1CO)C (4-bromo-5-hydroxymethyl-2-methylimidazole), C(Cl)Cl (methylene chloride). Reagents/catalysts: [O-2].[O-2].[Mn+4] (manganese dioxide). Run in O1CCOCC1 (dioxane). Product: BrC=1N=C(NC1CO)C (4-Bromo-5-hydroxymethyl-2-methylimidazole), BrC=1N=C(NC1C=O)C (4-Bromo-2-methylimidazole-5-carboxaldehyde). As a reaction SMILES: [Br:1][C:2]1[N:3]=[C:4]([CH3:9])[NH:5][C:6]=1[CH2:7][OH:8].C(Cl)Cl>[O-2].[O-2].[Mn+4].O1CCOCC1>[Br:1][C:2]1[N:3]=[C:4]([CH3:9])[NH:5][C:6]=1[CH2:7][OH:8].[Br:1][C:2]1[N:3]=[C:4]([CH3:9])[NH:5][C:6]=1[CH:7]=[O:8] |f:2.3.4|. Procedure: 4-Bromo-5-hydroxymethyl-2-methylimidazole was prepared according to the procedure described by S. P. Watson, Synthetic Communications, 22, 2971-2977 (1992). A solution of 4-bromo-5-hydroxymethyl-2-methylimidazole (4.18 g, 21.9 mmol) was refluxed with manganese dioxide (16.1 g) in 1:1 methylene chloride:dioxane (200 mL) for 16 h. The cooled reaction was filtered through celite and concentrated to yield the title compound as a pale yellow solid. The reactants are NC(CC(=O)O)C1=C(C=CC(=C1)F)[N+](=O)[O-] (3-Amino-3-(5-fluoro-2-nitrophenyl)propionic acid), Cl (hydrochloric acid). The reagents and catalysts are [Ni] (Raney nickel). The solvent is [OH-].[Na+] (sodium hydroxide), O.NN (hydrazine hydrate). Run at temperature 80 celsius. The product is FC=1C=C2C(=NNC2=CC1)CC(=O)O (2-(5-fluoro-1H-indazol-3-yl)acetic acid). The yield is 8.6%. As a reaction SMILES: [NH2:1][CH:2]([C:7]1[CH:12]=[C:11]([F:13])[CH:10]=[CH:9][C:8]=1[N+:14]([O-])=O)[CH2:3][C:4]([OH:6])=[O:5].Cl>[OH-].[Na+].O.NN.[Ni]>[F:13][C:11]1[CH:12]=[C:7]2[C:8](=[CH:9][CH:10]=1)[NH:14][N:1]=[C:2]2[CH2:3][C:4]([OH:6])=[O:5] |f:2.3,4.5|. Procedure details: 3-Amino-3-(5-fluoro-2-nitrophenyl)propionic acid (15.32 g, 67.1 mmol) was dissolved in a mixed solution of 5% sodium hydroxide solution (80 mL) and 85% hydrazine hydrate (5 mL). The reaction was heated to 80° C., and then Raney nickel (2×25 mg) was added carefully. After reacted for half an hour, it was cooled, and adjusted to pH=2 with 6 N hydrochloric acid. A solid precipitated, pumping filtered, dried in vacuum to obtain a yellow solid 1.12 g, at a yield of 8.6%. The reactants are NC1=CC=NN1CC (5-amino-1-ethylpyrazole), C(C)OC=C(C(=O)OCC)C(=O)OCC (diethyl ethoxymethylenemalonate). Yields the product C(C)OC(C(C(=O)OCC)=CNC1=CC=NN1CC)=O ((1-Ethylpyrazol-5-ylamino)methylenemalonate diethyl ester). Reaction SMILES: [NH2:1][C:2]1[N:6]([CH2:7][CH3:8])[N:5]=[CH:4][CH:3]=1.C(O[CH:12]=[C:13]([C:19]([O:21][CH2:22][CH3:23])=[O:20])[C:14]([O:16][CH2:17][CH3:18])=[O:15])C>>[CH2:17]([O:16][C:14](=[O:15])[C:13](=[CH:12][NH:1][C:2]1[N:6]([CH2:7][CH3:8])[N:5]=[CH:4][CH:3]=1)[C:19]([O:21][CH2:22][CH3:23])=[O:20])[CH3:18]. Procedure details: A neat solution of 5-amino-1-ethylpyrazole (20.0 g, 180 mmol) and diethyl ethoxymethylenemalonate (42.8 g, 198 mmol) was heated at 120° C. for 5 h. This material was used directly without further purification. If needed, the product can be distilled at 154-160° C. (0.1 mm Hg) to afford the title compound as a liquid which solidified to afford the title compound as a pale colored solid: mp 50-53° C. Starting materials: ClCCl, COC(OC)N(C)C, CC(C)c1cc(Cc2c(Cl)cc(N3C(=O)c4ccccc4C3=O)cc2Cl)n[nH]c1=O. Yields the product CC(C)c1cc(Cc2c(Cl)cc(N3C(=O)c4ccccc4C3=O)cc2Cl)nn(C)c1=O. RXN SMILES: [CH2:39]([Cl:40])[Cl:41].[CH3:31][O:32][CH:33]([O:34][CH3:35])[N:36]([CH3:37])[CH3:38].[Cl:1][c:2]1[cH:3][c:4]([N:20]2[C:21](=[O:30])[c:22]3[cH:23][cH:24][cH:25][cH:26][c:27]3[C:28]2=[O:29])[cH:5][c:6]([Cl:19])[c:7]1[CH2:8][c:9]1[n:10][nH:11][c:12](=[O:18])[c:13]([CH:15]([CH3:16])[CH3:17])[cH:14]1>>[Cl:1][c:2]1[cH:3][c:4]([N:20]2[C:21](=[O:30])[c:22]3[cH:23][cH:24][cH:25][cH:26][c:27]3[C:28]2=[O:29])[cH:5][c:6]([Cl:19])[c:7]1[CH2:8][c:9]1[n:10][n:11]([CH3:31])[c:12](=[O:18])[c:13]([CH:15]([CH3:16])[CH3:17])[cH:14]1. The reactants are C(C)(=O)N[C@@H](CSC(C1=CC=CC=C1)(C1=CC=CC=C1)C1=CC=CC=C1)C(=O)O (N-acetyl-S-trityl-L-cysteine), Cl.C(C)(=O)SCCN (S-acetylcysteamine hydrochloride), Cl.C(C1=CC=CC=C1)(=O)SCCN (S-benzoylcysteamine hydrochloride). Solvent: C(Cl)Cl.CCOCC (CH2Cl2 ether). The product is C(C)(=O)N[C@@H](CSC(C1=CC=CC=C1)(C1=CC=CC=C1)C1=CC=CC=C1)C(=O)NCCSC(C1=CC=CC=C1)=O (N-(N-Acetyl-S-trityl-L-cysteinyl)-S-benzoylcysteamine). Isolated yield 62.0%. RXN SMILES: [C:1]([NH:4][C@H:5]([C:27]([OH:29])=O)[CH2:6][S:7][C:8]([C:21]1[CH:26]=[CH:25][CH:24]=[CH:23][CH:22]=1)([C:15]1[CH:20]=[CH:19][CH:18]=[CH:17][CH:16]=1)[C:9]1[CH:14]=[CH:13][CH:12]=[CH:11][CH:10]=1)(=[O:3])[CH3:2].Cl.C(SCCN)(=O)C.Cl.[C:39]([S:47][CH2:48][CH2:49][NH2:50])(=[O:46])[C:40]1[CH:45]=[CH:44][CH:43]=[CH:42][CH:41]=1>C(Cl)Cl.CCOCC>[C:1]([NH:4][C@H:5]([C:27]([NH:50][CH2:49][CH2:48][S:47][C:39](=[O:46])[C:40]1[CH:45]=[CH:44][CH:43]=[CH:42][CH:41]=1)=[O:29])[CH2:6][S:7][C:8]([C:21]1[CH:22]=[CH:23][CH:24]=[CH:25][CH:26]=1)([C:15]1[CH:16]=[CH:17][CH:18]=[CH:19][CH:20]=1)[C:9]1[CH:14]=[CH:13][CH:12]=[CH:11][CH:10]=1)(=[O:3])[CH3:2] |f:1.2,3.4,5.6|. Reported procedure: The coupling reaction of 7 (7.41 mmol) is carried out according to Method B described in the first synthetic route (example 1): S-acetylcysteamine hydrochloride was replaced by S-benzoylcysteamine hydrochloride (T. Wieland and E. Bokelman, Ann. Chem., 1952, 576, 20-34. After the various treatments, the expected compound is isolated by flash chromatography on a silica gel column (eluent: CH2Cl2/ether 15%). 12 is collected in the form of a colorless foam with a yield of 62%. Rf (AcOEt/petroleum et... Reactants: diamine, ClC(C=CSC1=CC(=C(N)C=C1)[N+](=O)[O-])Cl (4-[(3,3-dichloropropenyl)-thio]-2-nitroaniline), nitro, [O-]S(=O)S(=O)[O-].[Na+].[Na+] (Na2S2O4). The solvent is CO.O (methanol water). The product is ClC(=CCSC1=CC(=C(C=C1)N)N)Cl (4[(3,3-dichloroprop-2-en-1-yl)-thio]-orthophenylendiamine). As a reaction SMILES: [O-]S(S([O-])=O)=O.[Na+].[Na+].[Cl:9][CH:10]([Cl:24])[CH:11]=[CH:12][S:13][C:14]1[CH:20]=[CH:19][C:17]([NH2:18])=[C:16]([N+:21]([O-])=O)[CH:15]=1>CO.O>[Cl:24][C:10]([Cl:9])=[CH:11][CH2:12][S:13][C:14]1[CH:20]=[CH:19][C:17]([NH2:18])=[C:16]([NH2:21])[CH:15]=1 |f:0.1.2,4.5|. Procedure details: In 340 cc of a 1:1 (by volume) mixture of methanol-water containing 43 g of Na2S2O4 were suspended 34.4 millimols of 4-[(3,3-dichloropropenyl)-thio]-2-nitroaniline. The reduction of the nitro-group was achieved in very short times (10-15 min.) as was ascertained by thin-layer chromatography. After the reduction was completed, the methanol and part of the water were removed under vacuum thereby obtaining an oily suspension which was then extracted with chloroform. The organic extracts, after dryi... The reactants are CCI, CN(C)C=O, CCOC(C)=O, [H-], [Na+], CCOP(=O)(OCC)C(Oc1ccccc1)P(=O)(OCC)OCC. Yields the product CCOP(=O)(OCC)C(CC)(Oc1ccccc1)P(=O)(OCC)OCC. RXN SMILES: [CH2:27]([CH3:28])[I:29].[CH3:30][N:31]([CH3:32])[CH:33]=[O:34].[CH3:35][CH2:36][O:37][C:38](=[O:39])[CH3:40].[H-:25].[Na+:26].[O:1]([c:2]1[cH:3][cH:4][cH:5][cH:6][cH:7]1)[CH:8]([P:9]([O:10][CH2:11][CH3:12])([O:13][CH2:14][CH3:15])=[O:16])[P:17]([O:18][CH2:19][CH3:20])([O:21][CH2:22][CH3:23])=[O:24]>>[O:1]([c:2]1[cH:3][cH:4][cH:5][cH:6][cH:7]1)[C:8]([P:9]([O:10][CH2:11][CH3:12])([O:13][CH2:14][CH3:15])=[O:16])([P:17]([O:18][CH2:19][CH3:20])([O:21][CH2:22][CH3:23])=[O:24])[CH2:27][CH3:28]. Reactants: C(C)(C)C1=CC=C(C=C1)NS(=O)(=O)C1=CC=2C(=NC=CC2S1)Cl (4-Chloro-thieno[3,2-c]pyridine-2-sulfonic acid (4-isopropyl-phenyl)-amide), CO[C@H]1[C@@H](C[C@@H]2CN3CCC4=C([C@H]3C[C@@H]2[C@@H]1C(=O)OC)NC5=C4C=CC(=C5)OC)OC(=O)C6=CC(=C(C(=C6)OC)OC)OC (Hypersil), S1C=CC2=C1C=CC=N2 (thienopyridine), C8. Solvent: C(C)#N (ACN), C(C)#N (ACN). Yields the product Cl.C(C)(C)C1=CC=C(C=C1)NS(=O)(=O)C1=CC=2C(=NC=CC2S1)N1CCNCC1 (4-Piperazin-1-yl-thieno[3,2-c]pyridine-2-sulfonic acid (4-isopropyl-phenyl)-amide hydrochloride). Reaction SMILES: [CH:1]([C:4]1[CH:9]=[CH:8][C:7]([NH:10][S:11]([C:14]2[S:22][C:21]3[CH:20]=[CH:19][N:18]=[C:17]([Cl:23])[C:16]=3[CH:15]=2)(=[O:13])=[O:12])=[CH:6][CH:5]=1)([CH3:3])[CH3:2].S1C2C=CC=NC=2C=C1.CO[C@@H]1[C@@H](C(OC)=O)[C@@H]2[C@@H](C[N:40]3[C@H:45](C2)[C:44]2[NH:53][C:54]4[CH:59]=C(OC)C=CC=4C=2CC3)C[C@H]1OC(C1C=C(OC)C(OC)=C(OC)C=1)=O>C(#N)C>[ClH:23].[CH:1]([C:4]1[CH:9]=[CH:8][C:7]([NH:10][S:11]([C:14]2[S:22][C:21]3[CH:20]=[CH:19][N:18]=[C:17]([N:40]4[CH2:45][CH2:44][NH:53][CH2:54][CH2:59]4)[C:16]=3[CH:15]=2)(=[O:13])=[O:12])=[CH:6][CH:5]=1)([CH3:3])[CH3:2] |f:4.5|. Reported procedure: 4-Chloro-thieno[3,2-c]pyridine-2-sulfonic acid (4-isopropyl-phenyl)-amide (0.201 mmol, 1 equiv.) was used as the thienopyridine in Method H-L. Yield: 6.9 mg HPLC: tR=3.255 (System: 5% to 50% ACN in 3 min, C8), Purity: 95%, LC/MS: tR=1.255 (System: 30% to 60% ACN in 1.5 min, Hypersil BDS), Purity: 98%. MS: 417 (M+1). 1H NMR (270 MHz, CH3OH-d4) δ ppm 1.18 (d, J=6.86 Hz, 6H) 2.83 (m, 2H) 3.52 (m, 4H) 4.00 (m, 4H) 7.14 (m, 3H) 7.75 (d, J=6.60 Hz, 1H) 8.02 (m, 1H). Reactants: C(C1CO1)OC1=CC=CC=C1 (phenyl glycidyl ether), chlorohydrin ether, C1(=CC=CC=C1)O (phenol). Yields the product C(C1CO1)OCC1CO1 (glycidyl ether), mono-secondary alcohol. As a reaction SMILES: C1([OH:7])C=CC=CC=1.[CH2:8]([O:12][C:13]1[CH:18]=[CH:17]C=CC=1)[CH:9]1[O:11][CH2:10]1>>[CH2:13]([O:12][CH2:8][CH:9]1[O:11][CH2:10]1)[CH:18]1[O:7][CH2:17]1. Procedure details: Such a mono(chlorohydrin ether) as that of formula V is then mixed with up to an equimolar amount of a bis(chlorohydrin ether) of a polyhydric phenol, and subjected to dehydrochlorination. The materials obtained, described as synthetic high molecular weight products of resinous character, are of a complex nature and generally solids of melting point 43° C. or more. Presumably, if, e.g., phenyl glycidyl ether were used, the product obtained on dehydrochlorination would contain, amongst other comp...